Dataset: the Open Reaction Database (ORD), a public repository of structured organic reaction records. Task: describe an organic reaction: reactants, conditions, products, and yield Reactants: C[Si](C)(C)[N-][Si](C)(C)C.[Li+] (lithium bis(trimethylsilyl)amide), BrCC1=C(C=C(C=C1)I)C(F)(F)F (1-(bromomethyl)-4-iodo-2-(trifluoromethyl)benzene), FC1=C(C(=O)NC2=NNC=C2)C(=CC=C1)F (2,6-difluoro-N-1H-pyrazol-3-ylbenzamide), FC1=C(C(=O)NC2=NNC=C2)C(=CC=C1)F (2,6-difluoro-N-1H-pyrazol-3-ylbenzamide). The solvent is C1CCOC1 (THF), C1CCOC1 (THF), C1CCOC1 (THF). Reaction conditions: time 15 minute. The product is FC1=C(C(=O)NC2=NN(C=C2)CC2=C(C=C(C=C2)I)C(F)(F)F)C(=CC=C1)F (2,6-Difluoro-N-(1-{[4-iodo-2-(trifluoromethyl)phenyl]methyl}-1H-pyrazol-3-yl)benzamide). As a reaction SMILES: [F:1][C:2]1[CH:15]=[CH:14][CH:13]=[C:12]([F:16])[C:3]=1[C:4]([NH:6][C:7]1[CH:11]=[CH:10][NH:9][N:8]=1)=[O:5].C[Si]([N-][Si](C)(C)C)(C)C.[Li+].Br[CH2:28][C:29]1[CH:34]=[CH:33][C:32]([I:35])=[CH:31][C:30]=1[C:36]([F:39])([F:38])[F:37]>C1COCC1>[F:1][C:2]1[CH:15]=[CH:14][CH:13]=[C:12]([F:16])[C:3]=1[C:4]([NH:6][C:7]1[CH:11]=[CH:10][N:9]([CH2:28][C:29]2[CH:34]=[CH:33][C:32]([I:35])=[CH:31][C:30]=2[C:36]([F:38])([F:37])[F:39])[N:8]=1)=[O:5] |f:1.2|. Procedure: To a solution of 2,6-difluoro-N-1H-pyrazol-3-ylbenzamide (for a preparation see Intermediate 9)(2.65 g, 11.9 mmol) in THF (20 ml) was added 1.0 lithium bis(trimethylsilyl)amide in THF (7.3 ml, 7.30 mmol, Aldrich) and stirred for 15 min. To the solution was added a solution of 1-(bromomethyl)-4-iodo-2-(trifluoromethyl)benzene (1.62 g, 4.44 mmol) in THF (10 ml). The resulting orange solution was stirred at ambient temperature under nitrogen overnight. The solvent was removed in vacuo and the resid... Starting materials: CCc1ncnc(Cl)c1I, NC1CCC(c2ccccc2)CC1. The product is CCc1ncnc(NC2CCC(c3ccccc3)CC2)c1I. As a reaction SMILES: [Cl:1][c:2]1[n:3][cH:4][n:5][c:6]([CH2:9][CH3:10])[c:7]1[I:8].[c:11]1([CH:17]2[CH2:18][CH2:19][CH:20]([NH2:23])[CH2:21][CH2:22]2)[cH:12][cH:13][cH:14][cH:15][cH:16]1>>[c:2]1([NH:23][CH:20]2[CH2:19][CH2:18][CH:17]([c:11]3[cH:12][cH:13][cH:14][cH:15][cH:16]3)[CH2:22][CH2:21]2)[n:3][cH:4][n:5][c:6]([CH2:9][CH3:10])[c:7]1[I:8]. Starting materials: C(C)OC(CNS(=O)(=O)C=1SC(=CC1)C#CC1=CC2=C(N=C(N=C2O)NC(C(C)(C)C)=O)N=C1)=O (N-[5-(2-pivaloylamino-4-hydroxypyrido[2,3-d]pyrimidin-6-ylethynyl)thien-2-ylsulfonyl]glycine ethyl ester). Reagents/catalysts: [Pt]=O (platinum oxide), [Pt]=O (platinum oxide). The solvent is C(C)(=O)O (acetic acid). Reaction conditions: time 24 hour. Product: C(C)OC(CNS(=O)(=O)C=1SC(=CC1)CCC1CC2=C(N=C(N=C2O)NC(C(C)(C)C)=O)NC1)=O (N-{5-[2-(2-pivaloylamino-4-hydroxy-5,6,7,8-tetrahydropyrido[2,3-d]pyrimidin-6-yl)-ethyl]thien-2-ylsulfonyl}glycine ethyl ester). Isolated yield 31.5%. RXN SMILES: [CH2:1]([O:3][C:4](=[O:35])[CH2:5][NH:6][S:7]([C:10]1[S:11][C:12]([C:15]#[C:16][C:17]2[CH:34]=[N:33][C:20]3[N:21]=[C:22]([NH:26][C:27](=[O:32])[C:28]([CH3:31])([CH3:30])[CH3:29])[N:23]=[C:24]([OH:25])[C:19]=3[CH:18]=2)=[CH:13][CH:14]=1)(=[O:9])=[O:8])[CH3:2]>C(O)(=O)C.[Pt]=O>[CH2:1]([O:3][C:4](=[O:35])[CH2:5][NH:6][S:7]([C:10]1[S:11][C:12]([CH2:15][CH2:16][CH:17]2[CH2:34][NH:33][C:20]3[N:21]=[C:22]([NH:26][C:27](=[O:32])[C:28]([CH3:29])([CH3:30])[CH3:31])[N:23]=[C:24]([OH:25])[C:19]=3[CH2:18]2)=[CH:13][CH:14]=1)(=[O:8])=[O:9])[CH3:2]. Procedure: To a mixture of 150 mg of N-[5-(2-pivaloylamino-4-hydroxypyrido[2,3-d]pyrimidin-6-ylethynyl)thien-2-ylsulfonyl]glycine ethyl ester in 25 mL of glacial acetic acid was added 100 mg of platinum oxide. This mixture was stirred under hydrogen for 24 hours and an additional 100 mg of platinum oxide was added. The hydrogenation was resumed for another 24 hours and the reaction mixture was then filtered through Celite® and the filtrate concentrated in vacuo. The residue was flash chromatographed on sil... The reactants are FC(COC1=CC(=C(C=C1)O)OCC1=CC=CC=C1)(C(F)F)F (4-(2,2,3,3-tetrafluoro-propoxy)-benzyloxy-phenol), Pd(C). Solvent: CO (MeOH). Reaction conditions: time 90 minute. Product: FC(COC1=CC=C(C=C1)O)(C(F)F)F (4-(2,2,3,3-Tetrafluoro-propoxy)-phenol). As a reaction SMILES: [F:1][C:2]([F:23])([CH:20]([F:22])[F:21])[CH2:3][O:4][C:5]1[CH:10]=[CH:9][C:8]([OH:11])=[C:7](OCC2C=CC=CC=2)[CH:6]=1>CO>[F:1][C:2]([F:23])([CH:20]([F:21])[F:22])[CH2:3][O:4][C:5]1[CH:6]=[CH:7][C:8]([OH:11])=[CH:9][CH:10]=1. Procedure details: 4-(2,2,3,3-tetrafluoro-propoxy)-benzyloxy-phenol (0.09 mmol, 28 mg) (Step A) was dissolved in MeOH (2 mL) and Pd(C) (40% weight, 10 mg) was added. The mixture was stirred for 90 minutes under H2 atmosphere (1 atm), and filtered through a celite pad (EtOH). The filtrate was concentrated to give the title compound. 1H-NMR (CDCl3, 200.15 MHz): δ 6.85–6.75 (m, 4H), 6.05 (dt, J=53.2, 4.8), 4.28 (dt, 2H, J=12.1, 1.6). The reactants are CC(C)=O, O=[Cr](=O)=O, O, CC(CO)C1NC(=O)C1C(C)OC(=O)OCc1ccccc1, O=S(=O)(O)O. Yields the product CC(OC(=O)OCc1ccccc1)C1C(=O)NC1C(C)C(=O)O. RXN SMILES: [CH3:33][C:34](=[O:35])[CH3:36].[O:23]=[Cr:24](=[O:25])=[O:26].[OH2:32].[OH:1][CH2:2][CH:3]([CH3:4])[CH:5]1[CH:6]([CH:10]([CH3:11])[O:12][C:13](=[O:14])[O:15][CH2:16][c:17]2[cH:18][cH:19][cH:20][cH:21][cH:22]2)[C:7](=[O:9])[NH:8]1.[S:27](=[O:28])(=[O:29])([OH:30])[OH:31]>>[O:1]=[C:2]([CH:3]([CH3:4])[CH:5]1[CH:6]([CH:10]([CH3:11])[O:12][C:13](=[O:14])[O:15][CH2:16][c:17]2[cH:18][cH:19][cH:20][cH:21][cH:22]2)[C:7](=[O:9])[NH:8]1)[OH:23].